From a dataset of the Open Reaction Database (ORD), a public repository of structured organic reaction records. describe an organic reaction: reactants, conditions, products, and yield The reactants are CC(=O)O[BH-](OC(C)=O)OC(C)=O, COC(=O)c1cncc(C=O)c1, CC(=O)O, CC#N, ClCCl, Cc1cc2c(cc1C(F)(F)F)NCCCC2N(Cc1cc(C(F)(F)F)cc(C(F)(F)F)c1)c1nnn(C)n1, [Na+]. Product: COC(=O)c1cncc(CN2CCCC(N(Cc3cc(C(F)(F)F)cc(C(F)(F)F)c3)c3nnn(C)n3)c3cc(C)c(C(F)(F)F)cc32)c1. As a reaction SMILES: [C:1]([O:2][BH-:3]([O:4][C:5](=[O:6])[CH3:7])[O:8][C:9](=[O:10])[CH3:11])(=[O:12])[CH3:13].[CH3:53][O:54][C:55]([c:56]1[cH:57][n:58][cH:59][c:60]([CH:62]=[O:63])[cH:61]1)=[O:64].[CH3:65][C:66](=[O:67])[OH:68].[CH3:69][C:70]#[N:71].[Cl:72][CH2:73][Cl:74].[F:15][C:16]([c:17]1[cH:18][c:19]([CH2:20][N:21]([CH:22]2[c:23]3[c:24]([cH:29][c:30]([C:34]([F:35])([F:36])[F:37])[c:31]([CH3:33])[cH:32]3)[NH:25][CH2:26][CH2:27][CH2:28]2)[c:38]2[n:39][n:40][n:41]([CH3:43])[n:42]2)[cH:44][c:45]([C:47]([F:48])([F:49])[F:50])[cH:46]1)([F:51])[F:52].[Na+:14]>>[F:15][C:16]([c:17]1[cH:18][c:19]([CH2:20][N:21]([CH:22]2[c:23]3[c:24]([cH:29][c:30]([C:34]([F:35])([F:36])[F:37])[c:31]([CH3:33])[cH:32]3)[N:25]([CH2:62][c:60]3[cH:59][n:58][cH:57][c:56]([C:55]([O:54][CH3:53])=[O:64])[cH:61]3)[CH2:26][CH2:27][CH2:28]2)[c:38]2[n:39][n:40][n:41]([CH3:43])[n:42]2)[cH:44][c:45]([C:47]([F:48])([F:49])[F:50])[cH:46]1)([F:51])[F:52].